This data is from the Open Reaction Database (ORD), a public repository of structured organic reaction records. The task is: describe an organic reaction: reactants, conditions, products, and yield The reactants are [BH4-].[Li+] (lithium borohydride), C(C)OC([C@@H](C)OC1=NC(=NC(=C1)NS(=O)(=O)C=1N=CN(C1)C)SCC1=C(C(=CC=C1)F)F)=O (2-[[2-[[(2,3-difluorophenyl)methyl]thio]-6-[[(1-methyl-1H-imidazol-4-yl)sulfonyl]amino]-4-pyrimidinyl]oxy]-(2R)-propanoic acid ethyl ester), product. Run in C1CCOC1 (THF), C1CCOC1 (THF). The product is CCOCC.CCCC(C)C (ether iso-hexane), title compound. As a reaction SMILES: [CH2:1]([O:3][C:4](=O)[C@H:5](OC1C=C(NS(C2N=CN(C)C=2)(=O)=O)N=C(S[CH2:25][C:26]2[CH:31]=C[CH:29]=[C:28](F)[C:27]=2F)N=1)C)[CH3:2].[BH4-].[Li+]>C1COCC1>[CH3:2][CH2:1][O:3][CH2:4][CH3:5].[CH3:29][CH2:28][CH2:27][CH:26]([CH3:31])[CH3:25] |f:1.2,4.5|. Procedure details: The title compound was prepared according to the procedure outlined in example 24 using 2-[[2-[[(2,3-difluorophenyl)methyl]thio]-6-[[(1-methyl-1H-imidazol-4-yl)sulfonyl]amino]-4-pyrimidinyl]oxy]-(2R)-propanoic acid ethyl ester (the product of step i) (0.28 g), THF (8 mL) and 2 M lithium borohydride in THF (0.81 mL). Purification was by reverse phase HPLC (symmetry as the stationary phase and TFA/acetonitrile as the mobile phase). The resulting oil was triturated with toluene, methanol, then ethe... Starting materials: [OH-].[Na+] (sodium hydroxide), P(O)(O)(O)=O (Phosphoric acid), CN(C(=O)C1=CC2=C(N=C(N2C)C(C)C)C(=C1CCC(C1=CC=CC=C1)O)O)C (2-isopropyl-7-hydroxy-6-(3-hydroxy-3-phenyl-propyl)-3-methyl-3H-benzoimidazole-5-carboxylic acid dimethylamide), ice water. Yield: 35.3%. RXN SMILES: P(=O)(O)(O)O.[CH3:6][N:7]([CH3:34])[C:8]([C:10]1[C:22]([CH2:23][CH2:24][CH:25]([OH:32])[C:26]2[CH:31]=[CH:30][CH:29]=[CH:28][CH:27]=2)=[C:21](O)[C:13]2[N:14]=[C:15]([CH:18]([CH3:20])[CH3:19])[N:16]([CH3:17])[C:12]=2[CH:11]=1)=[O:9].[OH-].[Na+]>>[CH3:6][N:7]([CH3:34])[C:8]([C:10]1[C:22]2[CH2:23][CH2:24][CH:25]([C:26]3[CH:27]=[CH:28][CH:29]=[CH:30][CH:31]=3)[O:32][C:21]=2[C:13]2[N:14]=[C:15]([CH:18]([CH3:20])[CH3:19])[N:16]([CH3:17])[C:12]=2[CH:11]=1)=[O:9] |f:2.3|. Reported procedure: 11.6 ml Phosphoric acid (85%) and 1.2 g (3.0 mmol) 2-isopropyl-7-hydroxy-6-(3-hydroxy-3-phenyl-propyl)-3-methyl-3H-benzoimidazole-5-carboxylic acid dimethylamide were heated at 80° C. for 90 min. After cooling to room temperature the reaction mixture was poured into ice-water, neutralized with 6 N sodium hydroxide solution and extracted with ethyl acetate. The organic layers were dried over magnesium sulphate and concentrated in vacuo. The residue was purified by chromatography on silica gel (di... The product is CN(C(=O)C=1C=2CCC(OC2C2=C(N(C(=N2)C(C)C)C)C1)C1=CC=CC=C1)C (2-Isopropyl-3-methyl-8-phenyl-3,6,7,8-tetrahydro-chromeno[7,8-d]imidazole-5-carboxylic Acid Dimethylamide). Starting materials: [H-].[Al+3].[Li+].[H-].[H-].[H-] (Lithium aluminum hydride), [Cl-].C(C)OC(C(CC(F)(F)F)[NH3+])=O (1-ethoxy-4,4,4-trifluoro-1-oxobutan-2-aminium chloride), O (water), [OH-].[Na+] (sodium hydroxide), O (water). Solvent: CCOCC (ether). Conditions: time 1.5 hour. Yields the product NC(CO)CC(F)(F)F (2-Amino-4,4,4-trifluorobutane-1-ol). Reaction SMILES: [H-].[Al+3].[Li+].[H-].[H-].[H-].[Cl-].C([O:10][C:11](=O)[CH:12]([NH3+:18])[CH2:13][C:14]([F:17])([F:16])[F:15])C.O.[OH-].[Na+]>CCOCC>[NH2:18][CH:12]([CH2:13][C:14]([F:17])([F:16])[F:15])[CH2:11][OH:10] |f:0.1.2.3.4.5,6.7,9.10|. Reported procedure: Lithium aluminum hydride (1 M in ether; 2.32 mL, 2.32 mmol) was added to 1-ethoxy-4,4,4-trifluoro-1-oxobutan-2-aminium chloride (205 mg, 0.928 mmol) in ether (15 mL). After 1.5 h, the mixture was treated sequentially with water (0.085 mL), 15% sodium hydroxide (0.085 mL), water (0.255 mL), then filtered through celite and concentrated to give the title compound. MS 144.0 (M+1).